From a dataset of the Open Reaction Database (ORD), a public repository of structured organic reaction records. describe an organic reaction: reactants, conditions, products, and yield Run at time 8 hour. RXN SMILES: [C:1]([C:4]1[C:8]2[C:9]([Cl:27])=[CH:10][C:11]([F:26])=[C:12]([N:13]3[C:18](=[O:19])[CH:17]=[C:16]([C:20]([F:23])([F:22])[F:21])[N:15]([CH3:24])[C:14]3=[O:25])[C:7]=2[O:6][C:5]=1[CH3:28])(=O)[CH3:2].C([O-])(=O)C.[K+].Cl.[CH3:35][O:36][NH2:37]>CO>[Cl:27][C:9]1[C:8]2[C:4]([C:1](=[N:37][O:36][CH3:35])[CH3:2])=[C:5]([CH3:28])[O:6][C:7]=2[C:12]([N:13]2[C:18](=[O:19])[CH:17]=[C:16]([C:20]([F:23])([F:21])[F:22])[N:15]([CH3:24])[C:14]2=[O:25])=[C:11]([F:26])[CH:10]=1 |f:1.2,3.4|. Reactants: C(C)(=O)C1=C(OC2=C1C(=CC(=C2N2C(N(C(=CC2=O)C(F)(F)F)C)=O)F)Cl)C (3-(3-acetyl-4-chloro-6-fluoro-2-methylbenzofuran-7-yl)-1-methyl-6-trifluoromethyluracil), C(C)(=O)[O-].[K+] (potassium acetate), Cl.CON (methoxyamine hydrochloride). Product: ClC1=CC(=C(C2=C1C(=C(O2)C)C(C)=NOC)N2C(N(C(=CC2=O)C(F)(F)F)C)=O)F (3-[4-chloro-6-fluoro-3-(1-methoxyiminoethyl)-2-methylbenzofuran-7-yl]-1-methyl-6-trifluoromethyluracil). The solvent is CO (methanol), CO (methanol). Yield: 89.3%. Procedure details: 50 ml of methanol was added to 0.4 g (1 mmol) of 3-(3-acetyl-4-chloro-6-fluoro-2-methylbenzofuran-7-yl)-1-methyl-6-trifluoromethyluracil, 0.5 g (5 mmol) of potassium acetate and 0.5 g (6 mmol) of methoxyamine hydrochloride, followed by stirring at room temperature for 12 hours and further for 8 hours under heating and refluxing. After completion of the reaction, methanol was distilled off under reduced pressure, ethyl acetate was added to the obtained residue, and the mixture was washed sequenti... Reactants: COC1=C(C=C2C(=N1)CCC2)NC(OC2=CC=CC=C2)=O (Phenyl N-(2-methoxy-6,7-dihydro-5H-cyclopenta[b]pyridin-3-yl)carbamate), COC=1C=C(C=C(C1)OC)N1CCNCC1 (1-(3,5-dimethoxyphenyl)piperazine). As a reaction SMILES: [CH3:1][O:2][C:3]1[N:8]=[C:7]2[CH2:9][CH2:10][CH2:11][C:6]2=[CH:5][C:4]=1[NH:12][C:13](=[O:21])OC1C=CC=CC=1.[CH3:22][O:23][C:24]1[CH:25]=[C:26]([N:32]2[CH2:37][CH2:36][NH:35][CH2:34][CH2:33]2)[CH:27]=[C:28]([O:30][CH3:31])[CH:29]=1>>[CH3:1][O:2][C:3]1[N:8]=[C:7]2[CH2:9][CH2:10][CH2:11][C:6]2=[CH:5][C:4]=1[NH:12][C:13]([N:35]1[CH2:34][CH2:33][N:32]([C:26]2[CH:25]=[C:24]([O:23][CH3:22])[CH:29]=[C:28]([O:30][CH3:31])[CH:27]=2)[CH2:37][CH2:36]1)=[O:21]. Reported procedure: Phenyl N-(2-methoxy-6,7-dihydro-5H-cyclopenta[b]pyridin-3-yl)carbamate and 1-(3,5-dimethoxyphenyl)piperazine were reacted by the same way with the example 1 to obtain the titled compound. Yields the product COC1=C(C=C2C(=N1)CCC2)NC(=O)N2CCN(CC2)C2=CC(=CC(=C2)OC)OC (1-[N-(2-Methoxy-6,7-dihydro-5H-cyclopenta[b]pyridin-3-yl)aminocarbonyl]-4-(3,5-dirnethoxyphenyl)piperazine). Isolated yield 59.0%. Starting materials: C(C)OC(=O)C=1NN=C(C1)C1=C(N=C(S1)C1=CC=CC=C1)COC (5-(4-methoxymethyl-2-phenyl-thiazol-5-yl)-2H-pyrazole-3-carboxylic acid ethyl ester), B(Br)(Br)Br (BBr3). The solvent is C(Cl)Cl (CH2Cl2), C(Cl)Cl (CH2Cl2). Reaction conditions: temperature -78 celsius, time 45 minute. Yields the product C(C)OC(=O)C=1NN=C(C1)C1=C(N=C(S1)C1=CC=CC=C1)CBr (5-(4-Bromomethyl-2-phenyl-thiazol-5-yl)-2H-pyrazole-3-carboxylic Acid Ethyl Ester). Yield: 36.0%. RXN SMILES: [CH2:1]([O:3][C:4]([C:6]1[NH:7][N:8]=[C:9]([C:11]2[S:15][C:14]([C:16]3[CH:21]=[CH:20][CH:19]=[CH:18][CH:17]=3)=[N:13][C:12]=2[CH2:22]OC)[CH:10]=1)=[O:5])[CH3:2].B(Br)(Br)[Br:26]>C(Cl)Cl>[CH2:1]([O:3][C:4]([C:6]1[NH:7][N:8]=[C:9]([C:11]2[S:15][C:14]([C:16]3[CH:21]=[CH:20][CH:19]=[CH:18][CH:17]=3)=[N:13][C:12]=2[CH2:22][Br:26])[CH:10]=1)=[O:5])[CH3:2]. Procedure details: A −78° C. solution of the above-prepared 5-(4-methoxymethyl-2-phenyl-thiazol-5-yl)-2H-pyrazole-3-carboxylic acid ethyl ester (1.5 g, 4.37 mmole, 1.0 eq) in dry CH2Cl2 (20 ml) was treated with a solution of 1.0M BBr3 in CH2Cl2 (5.24 ml, 5.24 mmole, 1.2 eq) and the mixture stirred at −78° C. for 45 minutes, then allowed to warm to room temperature and stirred for one hour. The reaction mixture was quenched by adding saturated NaHCO3, stirred for 30 minutes then extracted twice with CH2Cl2. The org... Reactants: CCOC(C)=O, CCO, CCOC(=O)C=CC(=O)Nc1n[nH]c2cc(Cl)ccc12, Cl, [Na+], C1CCOC1, [OH-], O. Product: O=C(O)C=CC(=O)Nc1n[nH]c2cc(Cl)ccc12. RXN SMILES: [CH3:24][CH2:25][O:26][C:27](=[O:28])[CH3:29].[CH3:30][CH2:31][OH:32].[Cl:3][c:4]1[cH:5][cH:6][c:7]2[c:8]([NH:13][C:14]([CH:15]=[CH:16][C:17](=[O:18])[O:19][CH2:20][CH3:21])=[O:22])[n:9][nH:10][c:11]2[cH:12]1.[ClH:23].[Na+:2].[O:33]1[CH2:34][CH2:35][CH2:36][CH2:37]1.[OH-:1].[OH2:38]>>[Cl:3][c:4]1[cH:5][cH:6][c:7]2[c:8]([NH:13][C:14]([CH:15]=[CH:16][C:17](=[O:18])[OH:19])=[O:22])[n:9][nH:10][c:11]2[cH:12]1.